From a dataset of the Open Reaction Database (ORD), a public repository of structured organic reaction records. describe an organic reaction: reactants, conditions, products, and yield Reactants: [Si](C)(C)(C(C)(C)C)O[C@H](C=O)C1=CC=CC=C1 ((S)-α-(t-butyldimethylsilyloxy)-α-phenylacetaldehyde), N[C@@H](COC1=CC=C(C=C1)CC(=O)OC)C (methyl 4-[2(R)-amino-1-propoxy]phenylacetate), C(#N)[BH3-].[Na+] (sodium cyanoborohydride). Run in CO (methanol). The product is COC(=O)CC1=CC=C(OC[C@@H](C)NC[C@H](C2=CC=CC=C2)O[Si](C)(C)C(C)(C)C)C=C1 (N-[2-(4-Methoxycarbonylmethylphenoxy)-1(R)-methylethyl]-2(S)-t-butyldimethylsilyloxy-2-phenylethanamine). As a reaction SMILES: [Si:1]([O:8][C@@H:9]([C:12]1[CH:17]=[CH:16][CH:15]=[CH:14][CH:13]=1)[CH:10]=O)([C:4]([CH3:7])([CH3:6])[CH3:5])([CH3:3])[CH3:2].[NH2:18][C@H:19]([CH3:33])[CH2:20][O:21][C:22]1[CH:27]=[CH:26][C:25]([CH2:28][C:29]([O:31][CH3:32])=[O:30])=[CH:24][CH:23]=1.C([BH3-])#N.[Na+]>CO>[CH3:32][O:31][C:29]([CH2:28][C:25]1[CH:26]=[CH:27][C:22]([O:21][CH2:20][C@H:19]([NH:18][CH2:10][C@@H:9]([O:8][Si:1]([C:4]([CH3:5])([CH3:6])[CH3:7])([CH3:2])[CH3:3])[C:12]2[CH:13]=[CH:14][CH:15]=[CH:16][CH:17]=2)[CH3:33])=[CH:23][CH:24]=1)=[O:30] |f:2.3|. Reported procedure: Following a procedure similar to that described in Preparation 29, but using 1.5 g of (S)-α-(t-butyldimethylsilyloxy)-α-phenylacetaldehyde (prepared as described in Preparation 26), 1.1 g of methyl 4-[2(R)-amino-1-propoxy]phenylacetate (prepared as described in Preparation 27), 10 ml of absolute methanol and 950 mg of sodium cyanoborohydride, the title compound was obtained. [α]D23 -58.4° (c=0.998, chloroform). The reactants are C1CCOC1, CCOC(=O)CN1CCC(N)C1, CCOC(C)=O, O=S(=O)(Cl)c1ccc(Cl)s1, Cl, Cl. Product: CCOC(=O)CN1CCC(NS(=O)(=O)c2ccc(Cl)s2)C1. Reaction SMILES: [CH2:25]1[O:26][CH2:27][CH2:28][CH2:29]1.[CH2:3]([CH3:4])[O:5][C:6]([CH2:7][N:8]1[CH2:9][CH:10]([NH2:13])[CH2:11][CH2:12]1)=[O:14].[CH3:30][CH2:31][O:32][C:33]([CH3:34])=[O:35].[Cl:15][c:16]1[cH:17][cH:18][c:19]([S:21](=[O:22])(=[O:23])[Cl:24])[s:20]1.[ClH:1].[ClH:2]>>[CH2:3]([CH3:4])[O:5][C:6]([CH2:7][N:8]1[CH2:9][CH:10]([NH:13][S:21]([c:19]2[cH:18][cH:17][c:16]([Cl:15])[s:20]2)(=[O:22])=[O:23])[CH2:11][CH2:12]1)=[O:14]. The reactants are ClC=1C=C2C(=C(C(NC2=CC1)=O)CO)C1=C(C=CC=C1)F (6-chloro-4-(2-fluorophenyl)-3-hydroxymethylquinolin-2(1H)one), CN(C=O)C (dimethylformamide). Solvent: O (water). The product is ClC=1C=C2C(=CC1)OC(C1CN=C3C=CC=CC3=C12)=O (2-chloro-7H-chromeno[3,4-c]quinolin-6(5H)-one). Reaction SMILES: [Cl:1][C:2]1[CH:3]=[C:4]2[C:9](=[CH:10][CH:11]=1)[NH:8][C:7](=O)[C:6]([CH2:13][OH:14])=[C:5]2[C:15]1[CH:20]=[CH:19][CH:18]=[CH:17][C:16]=1F.CN(C)C=[O:25]>O>[Cl:1][C:2]1[CH:3]=[C:4]2[C:5]3[CH:6]([CH2:7][N:8]=[C:20]4[C:15]=3[CH:16]=[CH:17][CH:18]=[CH:19]4)[C:13](=[O:14])[O:25][C:9]2=[CH:10][CH:11]=1. Procedure: Sodium hydride suspension (50% in mineral oil), 10 g, was washed with hexane and added to a solution of 20 g (0.066 mol) of the 6-chloro-4-(2-fluorophenyl)-3-hydroxymethylquinolin-2(1H)one in 350 ml of dimethylformamide. This mixture was stirred and refluxed under an atmosphere of nitrogen for 5 min. The cool reaction mixture was diluted with water and the product was precipitated by acidifying with 1N hydrochloric acid. It was collected, washed with water and recrystallized from dimethylformami... Reactants: C([O-])(O)=O.[Na+] (sodium bicarbonate), OO (Hydrogen peroxide), C(C)OCC=1N(C2=C(C=NC=3C=C(C=CC23)N2CCOCC2)N1)CCCOC(C)C (2-Ethoxymethyl-1-(3-isopropoxypropyl)-7-(morpholin-4-yl)-1H-imidazo[4,5-c]quinoline), C(C1=CC=CC=C1)#N (benzonitrile). The solvent is CO (methanol). Run at time 8 hour. Product: C(C)OCC=1N(C2=C(C=[N+](C=3C=C(C=CC23)N2CCOCC2)[O-])N1)CCCOC(C)C (2-Ethoxymethyl-1-(3-isopropoxypropyl)-7-(morpholin-4-yl)-1H-imidazo[4,5-c]quinoline 5-oxide), oil. RXN SMILES: [CH2:1]([O:3][CH2:4][C:5]1[N:6]([CH2:24][CH2:25][CH2:26][O:27][CH:28]([CH3:30])[CH3:29])[C:7]2[C:16]3[CH:15]=[CH:14][C:13]([N:17]4[CH2:22][CH2:21][O:20][CH2:19][CH2:18]4)=[CH:12][C:11]=3[N:10]=[CH:9][C:8]=2[N:23]=1)[CH3:2].C(#N)C1C=CC=CC=1.C(=O)(O)[O-:40].[Na+].OO>CO>[CH2:1]([O:3][CH2:4][C:5]1[N:6]([CH2:24][CH2:25][CH2:26][O:27][CH:28]([CH3:29])[CH3:30])[C:7]2[C:16]3[CH:15]=[CH:14][C:13]([N:17]4[CH2:22][CH2:21][O:20][CH2:19][CH2:18]4)=[CH:12][C:11]=3[N+:10]([O-:40])=[CH:9][C:8]=2[N:23]=1)[CH3:2] |f:2.3|. Procedure: 2-Ethoxymethyl-1-(3-isopropoxypropyl)-7-(morpholin-4-yl)-1H-imidazo[4,5-c]quinoline (1.0 g), benzonitrile (0.44 mL) and sodium bicarbonate (0.15 g) were slurried in methanol. Hydrogen peroxide (55% by weight in water, 0.395 mL) was added dropwise over 1 hour. The reaction was stirred overnight. The methanol was removed under reduced pressure and the residue was purified by column chromatography on a Biotage Horizon™ High Performance Flash Chromatography instrument. The purification was carried o... Starting materials: C(C)C=1C=C(C=CC1)N(C#N)C (N-(3-ethylphenyl)-N-methylcyanamide), Cl.C(C)NC1=CC=CC2=CC=CC=C12 (N-ethyl-N-(1-naphthyl)amine hydrochloride). Conditions: time 14 hour. Product: C(C)C=1C=C(C=CC1)N(C(=N)N(C1=CC=CC2=CC=CC=C12)CC)C (N-(3-Ethylphenyl)-N-methyl-N'-ethyl-N'-(1-naphthyl)guanidine). Isolated yield 71.0%. RXN SMILES: [CH2:1]([C:3]1[CH:4]=[C:5]([N:9]([CH3:12])[C:10]#[N:11])[CH:6]=[CH:7][CH:8]=1)[CH3:2].Cl.[CH2:14]([NH:16][C:17]1[C:26]2[C:21](=[CH:22][CH:23]=[CH:24][CH:25]=2)[CH:20]=[CH:19][CH:18]=1)[CH3:15]>>[CH2:1]([C:3]1[CH:4]=[C:5]([N:9]([CH3:12])[C:10]([N:16]([CH2:14][CH3:15])[C:17]2[C:26]3[C:21](=[CH:22][CH:23]=[CH:24][CH:25]=3)[CH:20]=[CH:19][CH:18]=2)=[NH:11])[CH:6]=[CH:7][CH:8]=1)[CH3:2] |f:1.2|. Reported procedure: In a 5 ml round bottom flask was placed N-(3-ethylphenyl)-N-methylcyanamide (626 mg, 3.91 mmol), N-ethyl-N-(1-naphthyl)amine hydrochloride (859 mg, 4.15 mmol) and a stir bar. The flask was evacuated via aspirator and flushed with N2. This was immediately placed in a preheated 160° C. oil bath and allowed to stir under N2 for 14 h. The resultant brown glass was dissolved in methanol (6 ml) and diluted with hot distilled water (20 ml). This solution was basified with 0.1N NaOH (25 ml) and extracte... Reactants: C1(=CC=CC=C1)CCC=1OC=C(N1)C (2-β-phenylethyl-4-methyloxazole), CS(=O)(=O)C=1COCC1 (3-methylsulfonyl-2,5-dihydrofuran). Run in C(Cl)Cl (methylene chloride). The product is C1(=CC=CC=C1)CCC1=NC(=C(C2=C1COC2)O)C (4-β-phenylethyl-6-methyl-1,3-dihydro-furo[3,4-c]pyridin-7-ol). RXN SMILES: [C:1]1([CH2:7][CH2:8][C:9]2[O:10][CH:11]=[C:12]([CH3:14])[N:13]=2)[CH:6]=[CH:5][CH:4]=[CH:3][CH:2]=1.CS([C:19]1[CH2:20][O:21][CH2:22][CH:23]=1)(=O)=O>C(Cl)Cl>[C:1]1([CH2:7][CH2:8][C:9]2[C:19]3[CH2:20][O:21][CH2:22][C:23]=3[C:11]([OH:10])=[C:12]([CH3:14])[N:13]=2)[CH:6]=[CH:5][CH:4]=[CH:3][CH:2]=1. Procedure details: 18.7 g (100 millimoles) of 2-β-phenylethyl-4-methyloxazole and 29.6 g (200 millimoles) of 3-methylsulfonyl-2,5-dihydrofuran are heated at 160° C. for 20 hours. The mixture is digested in methylene chloride and the residue is filtered off, digested in nitromethane and again filtered off. 10.5 g are obtained. Subsequent recrystallization from dimethylformamide gives pure 4-β-phenylethyl-6-methyl-1,3-dihydro-furo[3,4-c]pyridin-7-ol of melting point 248° C. The reactants are C(C)(=O)N (acetamide), O=C1O[C@H](CN1C1=CC(=C(C=C1)C=1CN(CCC1)C(COC(C)=O)=O)F)CNC(C)=O ((S)-(-)-N-[[2-oxo-3-[3-fluoro-4-[1-[(acetoxy)acetyl]-5,6-dihydro-2H-pyridin-3yl]phenyl]-5-oxazolidinyl]methyl]acetamide). Product: OCC(=O)N1CCCC(=CC1)C1=C(C=C(C=C1)N1C(O[C@H](C1)CNC(C)=O)=O)F ((S)-(-)-N-[[3-[4-[l-(Hydroxyacetyl)-2,3 ,4,7-tetrahydro-1H-azepin-5-yl]-3-fluorophenyl]-2-oxo-5-oxazolidinyl]methyl]acetamide). As a reaction SMILES: [C:1](N)(=O)C.[O:5]=[C:6]1[N:10]([C:11]2[CH:16]=[CH:15][C:14]([C:17]3[CH2:18][N:19]([C:23](=[O:29])[CH2:24][O:25]C(=O)C)[CH2:20][CH2:21][CH:22]=3)=[C:13]([F:30])[CH:12]=2)[CH2:9][C@H:8]([CH2:31][NH:32][C:33](=[O:35])[CH3:34])[O:7]1>>[OH:25][CH2:24][C:23]([N:19]1[CH2:1][CH:18]=[C:17]([C:14]2[CH:15]=[CH:16][C:11]([N:10]3[CH2:9][C@H:8]([CH2:31][NH:32][C:33](=[O:35])[CH3:34])[O:7][C:6]3=[O:5])=[CH:12][C:13]=2[F:30])[CH2:22][CH2:21][CH2:20]1)=[O:29]. Procedure: Following the general procedure of EXAMPLE 71, and making non-critical variations but substituting (S)-N-[[2-oxo-3-[3-fluoro-4-1-[(acetoxy)acetyl]-2,3,4,7-tetrahydro-1H-azepin-5-yl]phenyl]-5-oxazolidinyl]methyl]acetamide (EXAMPLE 75, Step 3) for (S)-(-)-N-[[2-oxo-3-[3-fluoro-4-[1-[(acetoxy)acetyl]-5,6-dihydro-2H-pyridin-3yl]phenyl]-5-oxazolidinyl]methyl]acetamide, the title compound is obtained, NMR (CDCl3, 400 MHz, mixture of rotamers) 7.41, 7.09-7.18, 6.07, 6.00, 5.87, 4.78, 4.25, 4.21, 4.05, ... The reactants are CN(CCCl)CCCl.Cl (mechlorethamine hydrochloride), ice, [H-].[Na+] (sodium hydride), FC1=CC=C(C=C1)SC1=C(CC#N)C=CC=C1 (2-(4-fluorophenylthio)benzyl cyanide). The product is C(#N)C1(CCN(CC1)C)C1=C(C=CC=C1)SC1=CC=C(C=C1)F (4-cyano-4-[2-(4-fluorophenylthio)phenyl]-1-methylpiperidine). Procedure details: 2.3 g of 99% sodium hydride are slowly added to a mixture, under nitrogen, of 4.3 g of 2-(4-fluorophenylthio)benzyl cyanide in 30 mls of dimethylsulfoxide. After total addition, the mixture is stirred for an additional five minutes and then a mixture of 3.9 g of 95% mechlorethamine hydrochloride in 20 ml of dimethylsulfoxide is added portionwise over a 40 minute span. After this addition, the reaction is stirred for one hour in a hot water bath at 70° C. and then permitted to stand at ambient te... Reaction conditions: time 5 minute. The solvent is CS(=O)C (dimethylsulfoxide), CS(=O)C (dimethylsulfoxide). Reaction SMILES: [H-].[Na+].[F:3][C:4]1[CH:9]=[CH:8][C:7]([S:10][C:11]2[CH:19]=[CH:18][CH:17]=[CH:16][C:12]=2[CH2:13][C:14]#[N:15])=[CH:6][CH:5]=1.[CH3:20][N:21]([CH2:25][CH2:26]Cl)[CH2:22][CH2:23]Cl.Cl>CS(C)=O>[C:14]([C:13]1([C:12]2[CH:16]=[CH:17][CH:18]=[CH:19][C:11]=2[S:10][C:7]2[CH:8]=[CH:9][C:4]([F:3])=[CH:5][CH:6]=2)[CH2:26][CH2:25][N:21]([CH3:20])[CH2:22][CH2:23]1)#[N:15] |f:0.1,3.4|.